This data is from the Open Reaction Database (ORD), a public repository of structured organic reaction records. The task is: describe an organic reaction: reactants, conditions, products, and yield Starting materials: Sc1nnc(Br)n1-c1ccc(C2CC2)c2ccccc12, CCOC(=O)C1(Br)CCC1, CCN(C(C)C)C(C)C, CN(C)C=O. Yields the product CCOC(=O)C1(Sc2nnc(Br)n2-c2ccc(C3CC3)c3ccccc23)CCC1. RXN SMILES: [Br:1][c:2]1[n:3](-[c:8]2[cH:9][cH:10][c:11]([CH:18]3[CH2:19][CH2:20]3)[c:12]3[cH:13][cH:14][cH:15][cH:16][c:17]23)[c:4]([SH:7])[n:5][n:6]1.[Br:21][C:22]1([C:26](=[O:27])[O:28][CH2:29][CH3:30])[CH2:23][CH2:24][CH2:25]1.[CH:31]([N:32]([CH:33]([CH3:34])[CH3:35])[CH2:36][CH3:37])([CH3:38])[CH3:39].[O:40]=[CH:41][N:42]([CH3:43])[CH3:44]>>[Br:1][c:2]1[n:3](-[c:8]2[cH:9][cH:10][c:11]([CH:18]3[CH2:19][CH2:20]3)[c:12]3[cH:13][cH:14][cH:15][cH:16][c:17]23)[c:4]([S:7][C:22]2([C:26](=[O:27])[O:28][CH2:29][CH3:30])[CH2:23][CH2:24][CH2:25]2)[n:5][n:6]1.